Dataset: the Open Reaction Database (ORD), a public repository of structured organic reaction records. Task: describe an organic reaction: reactants, conditions, products, and yield Starting materials: S(=O)(Cl)Cl (thionyl chloride), NC(C(=O)O)CCCCCCCCCC (α-aminolauric acid), C(C)(C)O (isopropanol). Reaction conditions: time 1 hour. Yields the product C(C)(C)OC(C(CCCCCCCCCC)N)=O (α-Aminolauric acid isopropyl ester). RXN SMILES: S(Cl)(Cl)=O.[NH2:5][CH:6]([CH2:10][CH2:11][CH2:12][CH2:13][CH2:14][CH2:15][CH2:16][CH2:17][CH2:18][CH3:19])[C:7]([OH:9])=[O:8].[CH:20](O)([CH3:22])[CH3:21]>>[CH:20]([O:8][C:7](=[O:9])[CH:6]([NH2:5])[CH2:10][CH2:11][CH2:12][CH2:13][CH2:14][CH2:15][CH2:16][CH2:17][CH2:18][CH3:19])([CH3:22])[CH3:21]. Procedure: 50 ml of isopropanol is stirred at 0° C. under argon and mixed drop by drop with 3.12 ml (41.6 mmol) of thionyl chloride. 30 minutes later, 7.40 g (34.4 mmol) of α-aminolauric acid is added in portions, stirred for one hour at room temperature and the batch then is allowed to reflux for two hours. After cooling off to room temperature, the batch is completely concentrated by evaporation, the residue is taken up in tert-butyl methyl ether and shaken out from aqueous sodium carbonate solution. The... Reactants: [OH-].[NH4+] (ammonium hydroxide), C1=C(CCC2=CC=CC=C12)CN1CCC(C#N)(CC1)NC1=CC=CC=C1 (1-[(3,4-dihydro-2-naphthalenyl)methyl]-4-anilino isonipecotonitrile), S(O)(O)(=O)=O (sulfuric acid), ice water. Conditions: temperature 70 celsius. Yields the product C1=C(CCC2=CC=CC=C12)CN1CCC(C(=O)N)(CC1)NC1=CC=CC=C1 (1-[(3,4-Dihydro-2-naphthalenyl)methyl]-4-anilino isonipecotamide). RXN SMILES: [CH:1]1[C:10]2[C:5](=[CH:6][CH:7]=[CH:8][CH:9]=2)[CH2:4][CH2:3][C:2]=1[CH2:11][N:12]1[CH2:19][CH2:18][C:15]([NH:20][C:21]2[CH:26]=[CH:25][CH:24]=[CH:23][CH:22]=2)([C:16]#[N:17])[CH2:14][CH2:13]1.S(=O)(=O)(O)[OH:28].[OH-].[NH4+]>>[CH:1]1[C:10]2[C:5](=[CH:6][CH:7]=[CH:8][CH:9]=2)[CH2:4][CH2:3][C:2]=1[CH2:11][N:12]1[CH2:19][CH2:18][C:15]([NH:20][C:21]2[CH:26]=[CH:25][CH:24]=[CH:23][CH:22]=2)([C:16]([NH2:17])=[O:28])[CH2:14][CH2:13]1 |f:2.3|. Reported procedure: A mixture of 1-[(3,4-dihydro-2-naphthalenyl)methyl]-4-anilino isonipecotonitrile (5.0 g) and 90% sulfuric acid (60.0 g) is heated for 10 minutes at 70° C. The mixture is then stirred at room temperature for an additional hour. The reaction mixture is poured into ice-water, basified with ammonium hydroxide, and extracted with chloroform. Concentration of the dried chloroform solution followed by trituration with benzene yields the title compound. The reactants are BrC=1SC=C(N1)C(=O)NC=1C=NN(C1[C@@H]1CC[C@H]([C@@H](CO1)F)NC(OC(C)(C)C)=O)C (tert-butyl ((3S,4R,7S)-7-(4-(2-bromothiazole-4-carboxamido)-1-methyl-1H-pyrazol-5-yl)-3-fluorooxepan-4-yl)carbamate), BrC=1SC=C(N1)C(=O)NC=1C=NN(C1[C@@H]1CC[C@H]([C@@H](CO1)F)NC(OC(C)(C)C)=O)C (tert-butyl ((3S,4R,7S)-7-(4-(2-bromothiazole-4-carboxamido)-1-methyl-1H-pyrazol-5-yl)-3-fluorooxepan-4-yl)carbamate), CN1N=C(C(=C1)B(O)O)C ((1,3-dimethyl-1H-pyrazol-4-yl)boronic acid). Yields the product N[C@@H]1CC[C@H](OC[C@H]1F)C1=C(C=NN1C)NC(=O)C=1N=C(SC1)C=1C(=NN(C1)C)C (N-(5-((2S,5R,6S)-5-amino-6-fluorooxepan-2-yl)-1-methyl-1H-pyrazol-4-yl)-2-(1,3-dimethyl-1H-pyrazol-4-yl)thiazole-4-carboxamide). RXN SMILES: Br[C:2]1[S:3][CH:4]=[C:5]([C:7]([NH:9][C:10]2[CH:11]=[N:12][N:13]([CH3:31])[C:14]=2[C@H:15]2[O:21][CH2:20][C@@H:19]([F:22])[C@H:18]([NH:23]C(=O)OC(C)(C)C)[CH2:17][CH2:16]2)=[O:8])[N:6]=1.[CH3:32][N:33]1[CH:37]=[C:36](B(O)O)[C:35]([CH3:41])=[N:34]1>>[NH2:23][C@H:18]1[C@H:19]([F:22])[CH2:20][O:21][C@H:15]([C:14]2[N:13]([CH3:31])[N:12]=[CH:11][C:10]=2[NH:9][C:7]([C:5]2[N:6]=[C:2]([C:36]3[C:35]([CH3:41])=[N:34][N:33]([CH3:32])[CH:37]=3)[S:3][CH:4]=2)=[O:8])[CH2:16][CH2:17]1. Procedure details: Following the procedure for Example 101 starting from tert-butyl ((3S,4R,7S)-7-(4-(2-bromothiazole-4-carboxamido)-1-methyl-1H-pyrazol-5-yl)-3-fluorooxepan-4-yl)carbamate (Intermediate 99), and replacing 3,6-dihydro-2H-pyran-4-boronic acid pinacol ester with (1,3-dimethyl-1H-pyrazol-4-yl)boronic acid gave 241. 1H NMR (400 MHz, DMSO-d6) δ 9.63 (s, 1H), 8.28 (s, 1H), 8.24 (s, 1H), 7.84 (s, 1H), 4.95-4.83 (m, 1H), 4.83-4.62 (m, 1H), 4.42-4.28 (m, 1H), 4.24-4.05 (m, 1H), 3.83 (s, 3H), 3.78 (s, 3H), 3... Procedure: 2,4-Difluoro-1-benzenecarbonyl isothiocyanate was prepared using commercially available 2,4-difluoro-1-benzenecarbonyl chloride (80 mg) as a starting compound according to the description of the literature. 2,4-Difluoro-1-benzenecarbonyl isothiocyanate was dissolved in ethanol (1 ml) to prepare a solution. 4-[(6,7-Dimethoxy-4-quinolyl)oxy]-2,3-dimethylaniline (50 mg), toluene (5 ml), and ethanol (1 ml) were added to the solution, and the mixture was stirred at room temperature for 2 hr. The reac... Solvent: C(C)O (ethanol), C(C)O (ethanol). As a reaction SMILES: FC1C=C(F)C=CC=1C(Cl)=O.[F:12][C:13]1[CH:18]=[C:17]([F:19])[CH:16]=[CH:15][C:14]=1[C:20]([N:22]=[C:23]=[S:24])=[O:21].[CH3:25][O:26][C:27]1[CH:28]=[C:29]2[C:34](=[CH:35][C:36]=1[O:37][CH3:38])[N:33]=[CH:32][CH:31]=[C:30]2[O:39][C:40]1[CH:46]=[CH:45][C:43]([NH2:44])=[C:42]([CH3:47])[C:41]=1[CH3:48].C1(C)C=CC=CC=1>C(O)C>[F:12][C:13]1[CH:18]=[C:17]([F:19])[CH:16]=[CH:15][C:14]=1[C:20]([N:22]=[C:23]=[S:24])=[O:21].[F:12][C:13]1[CH:18]=[C:17]([F:19])[CH:16]=[CH:15][C:14]=1[C:20]([NH:22][C:23]([NH:44][C:43]1[CH:45]=[CH:46][C:40]([O:39][C:30]2[C:29]3[C:34](=[CH:35][C:36]([O:37][CH3:38])=[C:27]([O:26][CH3:25])[CH:28]=3)[N:33]=[CH:32][CH:31]=2)=[C:41]([CH3:48])[C:42]=1[CH3:47])=[S:24])=[O:21]. The product is FC1=C(C=CC(=C1)F)C(=O)N=C=S (2,4-Difluoro-1-benzenecarbonyl isothiocyanate), FC1=C(C(=O)NC(=S)NC2=C(C(=C(C=C2)OC2=CC=NC3=CC(=C(C=C23)OC)OC)C)C)C=CC(=C1)F (N-(2,4-Difluorobenzoyl)-N′-{4-[(6,7-dimethoxy-4-quinolyl)oxy]-2,3-dimethylphenyl}thiourea). The yield is 74.0%. Reactants: FC1=C(C=CC(=C1)F)C(=O)N=C=S (2,4-Difluoro-1-benzenecarbonyl isothiocyanate), FC1=C(C=CC(=C1)F)C(=O)Cl (2,4-difluoro-1-benzenecarbonyl chloride), COC=1C=C2C(=CC=NC2=CC1OC)OC1=C(C(=C(N)C=C1)C)C (4-[(6,7-Dimethoxy-4-quinolyl)oxy]-2,3-dimethylaniline), C1(=CC=CC=C1)C (toluene). Run at time 2 hour. Reactants: ClCCCN1C(=C(C2=CC=C(C=C12)C(=O)OC)C1CCCCC1)C=1NC=CC1 (methyl 1-(3-chloropropyl)-3-cyclohexyl-2-(1H-pyrrol-2-yl)-1H-indole-6-carboxylate), [H-].[Na+] (sodium hydride), O (Water). The solvent is CN(C=O)C (N,N-dimethylformamide). Reaction conditions: time 1 hour. Yields the product C1(CCCCC1)C1=C2N(C=3C=C(C=CC13)C(=O)OC)CCCN1C2=CC=C1 (methyl 13-cyclohexyl-6,7-dihydro-5H-pyrrolo[2′,1′:3,4][1,4]diazepino[1,2-a]indole-10-carboxylate). Yield: 77.0%. Reaction SMILES: Cl[CH2:2][CH2:3][CH2:4][N:5]1[C:13]2[C:8](=[CH:9][CH:10]=[C:11]([C:14]([O:16][CH3:17])=O)[CH:12]=2)[C:7]([CH:18]2[CH2:23][CH2:22][CH2:21][CH2:20][CH2:19]2)=[C:6]1[C:24]1[NH:25][CH:26]=[CH:27][CH:28]=1.[H-].[Na+].[OH2:31]>CN(C)C=O>[CH:18]1([C:7]2[C:8]3[CH:9]=[CH:10][C:11]([C:14]([O:16][CH3:17])=[O:31])=[CH:12][C:13]=3[N:5]3[CH2:4][CH2:3][CH2:2][N:25]4[CH:26]=[CH:27][CH:28]=[C:24]4[C:6]=23)[CH2:23][CH2:22][CH2:21][CH2:20][CH2:19]1 |f:1.2|. Procedure: To a solution of methyl 1-(3-chloropropyl)-3-cyclohexyl-2-(1H-pyrrol-2-yl)-1H-indole-6-carboxylate (130 mg, 0.326 mmol) in N,N-dimethylformamide (4 ml) was added sodium hydride (17 mg, 0.424 mmol) under ice-cooling, and the mixture was stirred for 1 hr. Water was added to the reaction mixture and the mixture was extracted with ethyl acetate. The organic layer was washed successively with water and saturated brine, and dried over anhydrous magnesium sulfate. After filtration, the solvent was evap... The reactants are CCCCCCCCCCCCCCCC(=O)NC1CC(C(NC(=O)C2C(C(CN2C(=O)C(NC(=O)C(NC(=O)C3CC(CN3C(=O)C(NC1=O)C(C)O)O)C(C(C4=CC=C(C=C4)O)O)O)C(C)O)C)O)O)O (aculeacins), C(CCC)O (n-butanol), O (water). Solvent: C(C)(=O)OCC.C(CCC)O (ethyl acetate n-butanol). Yields the product CCCCCCCCCCCCCCCC(=O)N[C@H]1C[C@H]([C@H](NC(=O)[C@@H]2[C@H]([C@H](CN2C(=O)[C@@H](NC(=O)[C@@H](NC(=O)[C@@H]3C[C@H](CN3C(=O)[C@@H](NC1=O)[C@@H](C)O)O)[C@@H]([C@H](C=4C=CC(=CC4)O)O)O)[C@@H](C)O)C)O)O)O (aculeacin-A). As a reaction SMILES: [CH3:1][CH2:2][CH2:3][CH2:4][CH2:5][CH2:6][CH2:7][CH2:8][CH2:9][CH2:10][CH2:11][CH2:12][CH2:13][CH2:14][CH2:15][C:16]([NH:18][CH:19]1[C:50](=[O:51])[NH:49][CH:48]([CH:52]([OH:54])[CH3:53])[C:46](=[O:47])[N:45]2[CH:41]([CH2:42][CH:43]([OH:55])[CH2:44]2)[C:39](=[O:40])[NH:38][CH:37]([CH:56]([OH:66])[CH:57]([OH:65])[C:58]2[CH:63]=[CH:62][C:61]([OH:64])=[CH:60][CH:59]=2)[C:35](=[O:36])[NH:34][CH:33]([CH:67]([OH:69])[CH3:68])[C:31](=[O:32])[N:30]2[CH:26]([CH:27]([OH:71])[CH:28]([CH3:70])[CH2:29]2)[C:24](=[O:25])[NH:23][CH:22]([OH:72])[CH:21]([OH:73])[CH2:20]1)=[O:17].C(O)CCC.O>C(OCC)(=O)C.C(O)CCC>[CH3:1][CH2:2][CH2:3][CH2:4][CH2:5][CH2:6][CH2:7][CH2:8][CH2:9][CH2:10][CH2:11][CH2:12][CH2:13][CH2:14][CH2:15][C:16]([NH:18][C@@H:19]1[C:50](=[O:51])[NH:49][C@@H:48]([C@H:52]([OH:54])[CH3:53])[C:46](=[O:47])[N:45]2[C@@H:41]([CH2:42][C@@H:43]([OH:55])[CH2:44]2)[C:39](=[O:40])[NH:38][C@@H:37]([C@H:56]([OH:66])[C@@H:57]([OH:65])[C:58]2[CH:59]=[CH:60][C:61]([OH:64])=[CH:62][CH:63]=2)[C:35](=[O:36])[NH:34][C@@H:33]([C@H:67]([OH:69])[CH3:68])[C:31](=[O:32])[N:30]2[C@@H:26]([C@@H:27]([OH:71])[C@@H:28]([CH3:70])[CH2:29]2)[C:24](=[O:25])[NH:23][C@H:22]([OH:72])[C@H:21]([OH:73])[CH2:20]1)=[O:17] |f:3.4|. Procedure details: 1.7 g. of crude aculeacins obtained in Example 2 dissolved in 5 ml. of n-butanol was charged on a silica gel column packed with a water-saturated solvent of ethyl acetate-n-butanol (4 : 1). The column was eluted with the same solvent and 10 g. fractions were collected. Each fraction was assayed by bio-assay and thin layer chromatograph to find the activity of Nos. 33 to 55 fractions. Vacuum drying gave 629 mg. of white powder. The powder was further purified by dissolving in n-butanol (50 ml.), ... Starting materials: C1(=CC=CC=C1)N1C(=NC(=C1C1=CC=CC=C1)C1=CC=CC=C1)OCCCCCCCC(=O)O (8-(1,4,5-Triphenylimidazol-2-yloxy)octanoic acid), S(=O)(Cl)Cl (thionyl chloride), N (ammonia). The product is C1(=CC=CC=C1)N1C(=NC(=C1C1=CC=CC=C1)C1=CC=CC=C1)OCCCCCCCC(=O)N (8-(1,4,5-Triphenylimidazol-2-yloxy)octanamide). As a reaction SMILES: C1([N:7]2[C:11]([C:12]3[CH:17]=[CH:16][CH:15]=[CH:14][CH:13]=3)=[C:10]([C:18]3[CH:23]=[CH:22][CH:21]=[CH:20][CH:19]=3)[N:9]=[C:8]2[O:24][CH2:25][CH2:26][CH2:27][CH2:28][CH2:29][CH2:30][CH2:31][C:32](O)=[O:33])C=CC=CC=1.S(Cl)(Cl)=O.[NH3:39]>>[C:12]1([N:7]2[C:11]([C:12]3[CH:13]=[CH:14][CH:15]=[CH:16][CH:17]=3)=[C:10]([C:18]3[CH:23]=[CH:22][CH:21]=[CH:20][CH:19]=3)[N:9]=[C:8]2[O:24][CH2:25][CH2:26][CH2:27][CH2:28][CH2:29][CH2:30][CH2:31][C:32]([NH2:39])=[O:33])[CH:17]=[CH:16][CH:15]=[CH:14][CH:13]=1. Reported procedure: 8-(1,4,5-Triphenylimidazol-2-yloxy)octanoic acid was treated with thionyl chloride followed by ammonia to give the title compound, m.p. 152.5°-153.5° C., Found: C, 76.6; H, 7.0; N, 9.1%: C29H31N3O2 requires: C, 76.8; H, 6:9; N, 9.3%